From a dataset of the Open Reaction Database (ORD), a public repository of structured organic reaction records. describe an organic reaction: reactants, conditions, products, and yield Reactants: O=C([O-])[O-], CSc1nccc(-c2cc(C#N)c(=O)[nH]c2-c2cccc(C(F)(F)F)c2)n1, CI, [Cs+], [Cs+], CN(C)C=O. Product: CSc1nccc(-c2cc(C#N)c(=O)n(C)c2-c2cccc(C(F)(F)F)c2)n1. RXN SMILES: [C:28](=[O:29])([O-:30])[O-:31].[CH3:1][S:2][c:3]1[n:4][cH:5][cH:6][c:7](-[c:9]2[cH:10][c:11]([C:26]#[N:27])[c:12](=[O:25])[nH:13][c:14]2-[c:15]2[cH:16][c:17]([C:21]([F:22])([F:23])[F:24])[cH:18][cH:19][cH:20]2)[n:8]1.[CH3:34][I:35].[Cs+:32].[Cs+:33].[O:36]=[CH:37][N:38]([CH3:39])[CH3:40]>>[CH3:1][S:2][c:3]1[n:4][cH:5][cH:6][c:7](-[c:9]2[cH:10][c:11]([C:26]#[N:27])[c:12](=[O:25])[n:13]([CH3:28])[c:14]2-[c:15]2[cH:16][c:17]([C:21]([F:22])([F:23])[F:24])[cH:18][cH:19][cH:20]2)[n:8]1. Starting materials: BrC1=CN=C(C=C1C=O)Cl (5-bromo-2-chloroisonicotinaldehyde), ClC1=C(C=CC=C1)C#C (1-chloro-2-ethynylbenzene), C(C)(C)N(C(C)C)CC (N,N-diisopropylethylamine). Reagents/catalysts: [Cu]I (copper(I) iodide), Cl[Pd]([P](C1=CC=CC=C1)(C2=CC=CC=C2)C3=CC=CC=C3)([P](C4=CC=CC=C4)(C5=CC=CC=C5)C6=CC=CC=C6)Cl (bis(triphenylphosphine)palladium(II) chloride). The solvent is O1CCOCC1 (1,4-dioxane), C(C)(=O)OCC (ethyl acetate). Reaction conditions: temperature 50 celsius. Yields the product ClC=1C=C(C=O)C(=CN1)C#CC1=C(C=CC=C1)Cl (2-chloro-5-((2-chlorophenyl)ethynyl)isonicotinaldehyde). The yield is 88.5%. RXN SMILES: Br[C:2]1[C:7]([CH:8]=[O:9])=[CH:6][C:5]([Cl:10])=[N:4][CH:3]=1.[Cl:11][C:12]1[CH:17]=[CH:16][CH:15]=[CH:14][C:13]=1[C:18]#[CH:19].C(N(CC)C(C)C)(C)C>O1CCOCC1.C(OCC)(=O)C.[Cu]I.Cl[Pd](Cl)([P](C1C=CC=CC=1)(C1C=CC=CC=1)C1C=CC=CC=1)[P](C1C=CC=CC=1)(C1C=CC=CC=1)C1C=CC=CC=1>[Cl:10][C:5]1[CH:6]=[C:7]([C:2]([C:19]#[C:18][C:13]2[CH:14]=[CH:15][CH:16]=[CH:17][C:12]=2[Cl:11])=[CH:3][N:4]=1)[CH:8]=[O:9] |^1:45,64|. Reported procedure: A mixture of 5-bromo-2-chloroisonicotinaldehyde (1.0 g, 4.5 mmol), 1-chloro-2-ethynylbenzene (650 mg, 4.7 mmol), N,N-diisopropylethylamine (1.6 mL, 9.1 mmol), copper(I) iodide (43 mg, 0.23 mmol), and bis(triphenylphosphine)palladium(II) chloride (159 mg, 0.23 mmol) in 1,4-dioxane (21 mL) was heated at 50° C. for 1 hour. The cooled reaction mixture was diluted with ethyl acetate (100 mL) and washed with water (100 mL). The organic layer was separated, dried over sodium sulfate, filtered, and evap... Reactants: ClC1=CC=C2C=CC(=NC2=C1)C=CC1=CC(=CC=C1)O (7-chloro-2-(2-(3-hydroxy-phenyl)ethenyl)quinoline), BrC(C#N)C ((+) 2-bromo-propionitrile), C([O-])([O-])=O.[K+].[K+] (potassium carbonate). The solvent is CC(=O)CC (methylethyl ketone). The product is ClC1=CC=C2C=CC(=NC2=C1)C=CC=1C=C(OC(C#N)C)C=CC1 (2-(3-(2-(7-chloroquinolin-2-yl)ethenyl)phenoxy)propanonitrile). As a reaction SMILES: [Cl:1][C:2]1[CH:11]=[C:10]2[C:5]([CH:6]=[CH:7][C:8]([CH:12]=[CH:13][C:14]3[CH:19]=[CH:18][CH:17]=[C:16]([OH:20])[CH:15]=3)=[N:9]2)=[CH:4][CH:3]=1.Br[CH:22]([CH3:25])[C:23]#[N:24].C(=O)([O-])[O-].[K+].[K+]>CC(CC)=O>[Cl:1][C:2]1[CH:11]=[C:10]2[C:5]([CH:6]=[CH:7][C:8]([CH:12]=[CH:13][C:14]3[CH:15]=[C:16]([CH:17]=[CH:18][CH:19]=3)[O:20][CH:22]([CH3:25])[C:23]#[N:24])=[N:9]2)=[CH:4][CH:3]=1 |f:2.3.4|. Procedure: A mixture of the phenol from Step 1 (150 g), (+) 2-bromo-propionitrile and milled potassium carbonate in methylethyl ketone (1 L) was refluxed for 8 hrs. The reaction mixture was cooled and filtered. Recrystallization from ethyl acetate/hexane afforded the title compound m.p. 118°-120°. Starting materials: [H-].[Al+3].[Li+].[H-].[H-].[H-] (lithium aluminum hydride), COC1=CC2=C(CC(N(CC2)CCCN(CCC2=CC(=C(C=C2)OC)OC)C)=O)C=C1OC (1-[7,8-dimethoxy-1,3,4,5-tetrahydro-2H-3-benzazepin-2-on-3-yl]-3-[N-methyl-N-(2-{3,4-dimethoxy-phenyl}ethyl)-amino]-propane), [Cl-].[NH4+] (ammonium chloride). Solvent: O1CCCC1 (tetrahydrofuran), CCOCC (ether). The product is Cl.Cl.COC1=CC2=C(CCN(CC2)CCCN(CCC2=CC(=C(C=C2)OC)OC)C)C=C1OC (1-[7,8-Dimethoxy-2,3,4,5-tetrahydro-1H-3-benzazepin-3-yl]-3-[N-methyl-N-(2-{3,4-dimethoxy-phenyl}ethyl)-amino]-propane dihydrochloride). RXN SMILES: [CH3:1][O:2][C:3]1[C:31]([O:32][CH3:33])=[CH:30][C:6]2[CH2:7][C:8](=O)[N:9]([CH2:12][CH2:13][CH2:14][N:15]([CH3:28])[CH2:16][CH2:17][C:18]3[CH:23]=[CH:22][C:21]([O:24][CH3:25])=[C:20]([O:26][CH3:27])[CH:19]=3)[CH2:10][CH2:11][C:5]=2[CH:4]=1.[H-].[Al+3].[Li+].[H-].[H-].[H-].[Cl-:40].[NH4+]>CCOCC.O1CCCC1>[ClH:40].[ClH:40].[CH3:1][O:2][C:3]1[C:31]([O:32][CH3:33])=[CH:30][C:6]2[CH2:7][CH2:8][N:9]([CH2:12][CH2:13][CH2:14][N:15]([CH3:28])[CH2:16][CH2:17][C:18]3[CH:23]=[CH:22][C:21]([O:24][CH3:25])=[C:20]([O:26][CH3:27])[CH:19]=3)[CH2:10][CH2:11][C:5]=2[CH:4]=1 |f:1.2.3.4.5.6,7.8,11.12.13|. Procedure details: 2.7 gm (6 mmols) of 1-[7,8-dimethoxy-1,3,4,5-tetrahydro-2H-3-benzazepin-2-on-3-yl]-3-[N-methyl-N-(2-{3,4-dimethoxy-phenyl}ethyl)-amino]-propane were dissolved in 100 ml of absolute ether and 100 ml of absolute tetrahydrofuran; the solution was mixed with 0.25 gm of lithium aluminum hydride, and the mixture was refluxed for 3.5 hours. After cooling, a 10% ammonium chloride solution was added, while cooling was continued; then the mixture was suction-filtered, and the filtrate was concentrated by ... The reactants are C(C)(C)(C)OC(NCCCCN(C(=O)OC(C)(C)C)CCCCNCC1=CC(=C(C=C1)OCCCCCCCCC=CCCCCCCCC)OCCCCCCCCC=CCCCCCCCC)=O ((4-{[4-(3,4-Bis-octadec-9-enyloxy-benzylamino)-butyl]-tert-butoxycarbonyl-amino}-butyl)-carbamic acid tert-butyl ester), Cl (HCl). Solvent: C(C)(=O)OCC (ethyl acetate), C(C)(=O)OCC (ethyl acetate). Reaction conditions: temperature 0 celsius, time 1 hour. Yields the product Cl.Cl.Cl.NCCCCNCCCCNCC1=CC(=C(C=C1)OCCCCCCCCC=CCCCCCCCC)OCCCCCCCCC=CCCCCCCCC (N-(4-Amino-butyl)-N′-(3,4-bis-octadec-9-enyloxy-benzyl)-butane-1,4-diamine, tri hydrochloride salt). Yield: 98.0%. As a reaction SMILES: C(OC(=O)[NH:7][CH2:8][CH2:9][CH2:10][CH2:11][N:12]([CH2:20][CH2:21][CH2:22][CH2:23][NH:24][CH2:25][C:26]1[CH:31]=[CH:30][C:29]([O:32][CH2:33][CH2:34][CH2:35][CH2:36][CH2:37][CH2:38][CH2:39][CH2:40][CH:41]=[CH:42][CH2:43][CH2:44][CH2:45][CH2:46][CH2:47][CH2:48][CH2:49][CH3:50])=[C:28]([O:51][CH2:52][CH2:53][CH2:54][CH2:55][CH2:56][CH2:57][CH2:58][CH2:59][CH:60]=[CH:61][CH2:62][CH2:63][CH2:64][CH2:65][CH2:66][CH2:67][CH2:68][CH3:69])[CH:27]=1)C(OC(C)(C)C)=O)(C)(C)C.[ClH:71]>C(OCC)(=O)C>[ClH:71].[ClH:71].[ClH:71].[NH2:7][CH2:8][CH2:9][CH2:10][CH2:11][NH:12][CH2:20][CH2:21][CH2:22][CH2:23][NH:24][CH2:25][C:26]1[CH:31]=[CH:30][C:29]([O:32][CH2:33][CH2:34][CH2:35][CH2:36][CH2:37][CH2:38][CH2:39][CH2:40][CH:41]=[CH:42][CH2:43][CH2:44][CH2:45][CH2:46][CH2:47][CH2:48][CH2:49][CH3:50])=[C:28]([O:51][CH2:52][CH2:53][CH2:54][CH2:55][CH2:56][CH2:57][CH2:58][CH2:59][CH:60]=[CH:61][CH2:62][CH2:63][CH2:64][CH2:65][CH2:66][CH2:67][CH2:68][CH3:69])[CH:27]=1 |f:3.4.5.6|. Procedure: A concentrated solution of the amine 18 (0.17 g, 0.17 mmol) in ethyl acetate was added cooled to 0° C. A total of 4 mL of a freshly prepared saturated solution of HCl in ethyl acetate was added dropwise and the solution stirred for 1 h at room temperature during which time a white precipitate formed. The ethyl acetate was removed in vacuo and the residue co-evaporated with ethyl acetate and chloroform to give the product 25 as a white powder (0.151 g, 98%); 1H NMR (CDCl3/CH3OD 9:1) d 7.13 (s, 1H...